This data is from the Open Reaction Database (ORD), a public repository of structured organic reaction records. The task is: describe an organic reaction: reactants, conditions, products, and yield Reactants: Cl.C(CCCC)(OCC)=N (ethyl valerimidate hydrochloride), C(C1=CC=NC=C1)(=O)NN (isonicotinic hydrazide). Run in C(C)O (ethanol), C(C)O (ethanol). Run at temperature -10 celsius. Product: C(C1=CC=NC=C1)(=O)NN=C(CCCC)OCC (Ethyl Valerate Isonicotinoylhydrazone). The yield is 51.2%. RXN SMILES: [C:1]([NH:9][NH2:10])(=[O:8])[C:2]1[CH:7]=[CH:6][N:5]=[CH:4][CH:3]=1.Cl.[C:12](=N)([O:17][CH2:18][CH3:19])[CH2:13][CH2:14][CH2:15][CH3:16]>C(O)C>[C:1]([NH:9][N:10]=[C:12]([O:17][CH2:18][CH3:19])[CH2:13][CH2:14][CH2:15][CH3:16])(=[O:8])[C:2]1[CH:7]=[CH:6][N:5]=[CH:4][CH:3]=1 |f:1.2|. Reported procedure: A mixture of 2.46 g (17.9 mmole) of isonicotinic hydrazide and 50 ml of ethanol was stirred at -10° C. as a solution of 2.52 g (16.6 mmole) of ethyl valerimidate hydrochloride, in 46 ml of ethanol was added dropwise under protection from moisture. The mixture was maintained at -10° C. for three hours and then at 5° C. overnight. The filtered solution was concentrated, and the residue was flash chromatographed on silica gel (elution with 2.5% methanol in CH2Cl2) to provide 2.12 g (50%) of the tit... The reactants are Fc1cccc(CBr)c1, Cc1c(Cl)sc2ncnc(NC3CCNCC3)c12. The product is Cc1c(Cl)sc2ncnc(NC3CCN(Cc4cccc(F)c4)CC3)c12. As a reaction SMILES: [Br:19][CH2:20][c:21]1[cH:22][c:23]([F:27])[cH:24][cH:25][cH:26]1.[Cl:1][c:2]1[c:3]([CH3:18])[c:4]2[c:5]([n:6][cH:7][n:8][c:9]2[NH:10][CH:11]2[CH2:12][CH2:13][NH:14][CH2:15][CH2:16]2)[s:17]1>>[Cl:1][c:2]1[c:3]([CH3:18])[c:4]2[c:5]([n:6][cH:7][n:8][c:9]2[NH:10][CH:11]2[CH2:12][CH2:13][N:14]([CH2:20][c:21]3[cH:22][c:23]([F:27])[cH:24][cH:25][cH:26]3)[CH2:15][CH2:16]2)[s:17]1.